From a dataset of the Open Reaction Database (ORD), a public repository of structured organic reaction records. describe an organic reaction: reactants, conditions, products, and yield Starting materials: O1[C@H](C1)CO[C@H](C)C1=C(C=CC=C1)/C=C/C(=O)OC (methyl (2E)-3-(2-{(1R)-1-[(2R)-oxiran-2-yl methoxy]ethyl}phenyl)prop-2-enoate), Cl(=O)(=O)(=O)[O-].[Li+] (lithium perchlorate), O (Water), FC=1C=C(C[C@H]2NCCC2)C=CC1C ((2S)-2-(3-fluoro-4-methylbenzyl)pyrrolidine), Example 1 ( 1e ). Solvent: C1(=CC=CC=C1)C (toluene). Conditions: time 16 hour. The product is FC=1C=C(C[C@H]2N(CCC2)C[C@H](CO[C@H](C)C2=C(C=CC=C2)/C=C/C(=O)OC)O)C=CC1C (Methyl (2E)-3-{2-[(1R)-1-({(2R)-3-[(2S)-2-(3-fluoro-4-methylbenzyl)pyrrolidin-1-yl]-2-hydroxypropyl}oxy)ethyl]phenyl}prop-2-enoate). The yield is 61.0%. Reaction SMILES: [O:1]1[CH2:3][C@@H:2]1[CH2:4][O:5][C@@H:6]([C:8]1[CH:13]=[CH:12][CH:11]=[CH:10][C:9]=1/[CH:14]=[CH:15]/[C:16]([O:18][CH3:19])=[O:17])[CH3:7].[F:20][C:21]1[CH:22]=[C:23]([CH:30]=[CH:31][C:32]=1[CH3:33])[CH2:24][C@@H:25]1[CH2:29][CH2:28][CH2:27][NH:26]1.Cl([O-])(=O)(=O)=O.[Li+].O>C1(C)C=CC=CC=1>[F:20][C:21]1[CH:22]=[C:23]([CH:30]=[CH:31][C:32]=1[CH3:33])[CH2:24][C@@H:25]1[CH2:29][CH2:28][CH2:27][N:26]1[CH2:3][C@@H:2]([OH:1])[CH2:4][O:5][C@@H:6]([C:8]1[CH:13]=[CH:12][CH:11]=[CH:10][C:9]=1/[CH:14]=[CH:15]/[C:16]([O:18][CH3:19])=[O:17])[CH3:7] |f:2.3|. Reported procedure: A mixture of methyl (2E)-3-(2-{(1R)-1-[(2R)-oxiran-2-yl methoxy]ethyl}phenyl)prop-2-enoate (237 mg, 0.90 mmol) described in WO 2004/106280, (2S)-2-(3-fluoro-4-methylbenzyl)pyrrolidine (167 mg, 0.86 mmol), which had been obtained in Example 1 (1e), and lithium perchlorate (55 mg, 0.52 mmol) in toluene (9 mL) was stirred at room temperature for 16 hours. Water (10 mL) was added to the reaction solution, which was then extracted with ethyl acetate (10 mL×3). After that, the organic layers were comb... The reactants are CS(C)=O, Cl, CN(C)c1cc(F)c([N+](=O)[O-])c(F)c1, [Na+], [OH-], O. Product: CN(C)c1cc(O)c([N+](=O)[O-])c(F)c1. Reaction SMILES: [CH3:17][S:18]([CH3:19])=[O:20].[ClH:21].[F:1][c:2]1[cH:3][c:4]([N:12]([CH3:13])[CH3:14])[cH:5][c:6]([F:11])[c:7]1[N+:8](=[O:9])[O-:10].[Na+:16].[OH-:15].[OH2:22]>>[F:1][c:2]1[cH:3][c:4]([N:12]([CH3:13])[CH3:14])[cH:5][c:6]([OH:20])[c:7]1[N+:8](=[O:9])[O-:10].